The task is: describe an organic reaction: reactants, conditions, products, and yield. This data is from the Open Reaction Database (ORD), a public repository of structured organic reaction records. Reactants: O (water), ClC1=CC=C2C3(C(NC2=C1)=O)OCCCO3 (6′-chlorospiro[1,3-dioxane-2,3′-indol]-2′(1′H)-one), [OH-] (hydroxide), C(C=C)#N (Acrylonitrile). The solvent is CN(C)C=O (DMF). Conditions: temperature 65 celsius, time 65 hour. Yields the product ClC1=CC=C2C3(C(N(C2=C1)CCC#N)=O)OCCCO3 (3-(6′-Chloro-2′-oxospiro[1,3-dioxane-2,3′indol]-1′(2′H)-yl)propanenitrile). The yield is 72.2%. RXN SMILES: [Cl:1][C:2]1[CH:10]=[C:9]2[C:5]([C:6]3([O:16][CH2:15][CH2:14][CH2:13][O:12]3)[C:7](=[O:11])[NH:8]2)=[CH:4][CH:3]=1.[OH-].[C:18](#[N:21])[CH:19]=[CH2:20].O>CN(C=O)C>[Cl:1][C:2]1[CH:10]=[C:9]2[C:5]([C:6]3([O:16][CH2:15][CH2:14][CH2:13][O:12]3)[C:7](=[O:11])[N:8]2[CH2:20][CH2:19][C:18]#[N:21])=[CH:4][CH:3]=1. Procedure details: A mixture of 6′-chlorospiro[1,3-dioxane-2,3′-indol]-2′(1′H)-one (8.85 g, 36.9 mmol), and benzyltrimethylammonuim hydroxide (40% aqueous solution, 1.46 mL, 3.69 mmol, 0.1 mole % ) in anhydrous DMF was heated to 65° C. Acrylonitrile (4.86 mL, 73.9 mmol, 2 eq) was added drop-wise by syringe under a dry N2 atmosphere. After stirring 65 hr. the reaction was cooled to room temperature and poured into water (750 mL) and extracted with Et2O (3×). The combined organic extracts were dried over Na2SO4 and ... The reactants are COc1cccc(Nc2c(C(N)=O)cnc3c(C)cc(Sc4cccc(Br)c4)cc23)c1, Sc1ccc(Br)cc1. Product: COc1cccc(Nc2c(C(N)=O)cnc3c(C)cc(Sc4ccc(Br)cc4)cc23)c1. RXN SMILES: [Br:1][c:2]1[cH:3][c:4]([S:8][c:9]2[cH:10][c:11]3[c:12]([NH:23][c:24]4[cH:25][c:26]([O:30][CH3:31])[cH:27][cH:28][cH:29]4)[c:13]([C:20](=[O:21])[NH2:22])[cH:14][n:15][c:16]3[c:17]([CH3:19])[cH:18]2)[cH:5][cH:6][cH:7]1.[Br:32][c:33]1[cH:34][cH:35][c:36]([SH:39])[cH:37][cH:38]1>>[S:8]([c:9]1[cH:10][c:11]2[c:12]([NH:23][c:24]3[cH:25][c:26]([O:30][CH3:31])[cH:27][cH:28][cH:29]3)[c:13]([C:20](=[O:21])[NH2:22])[cH:14][n:15][c:16]2[c:17]([CH3:19])[cH:18]1)[c:36]1[cH:35][cH:34][c:33]([Br:32])[cH:38][cH:37]1. Reactants: ice water, BrC=1C=C(C=C(C1)F)[C@@H]1N(S(OC1)=O)C(=O)OC(C)(C)C ((4S)-tert-butyl 4-(3-bromo-5-fluorophenyl)-1,2,3-oxathiazolidine-3-carboxylate 2-oxide), O (water). Reagents/catalysts: O.[Ru](Cl)(Cl)Cl (ruthenium trichloride hydrate). The solvent is CCOC(=O)C (EtOAc), C(C)#N (acetonitrile). Reaction conditions: temperature 0 celsius, time 2 hour. The product is BrC=1C=C(C=C(C1)F)[C@@H]1N(S(OC1)(=O)=O)C(=O)OC(C)(C)C ((S)-tert-butyl 4-(3-bromo-5-fluorophenyl)-1,2,3-oxathiazolidine-3-carboxylate 2,2-dioxide). RXN SMILES: [Br:1][C:2]1[CH:3]=[C:4]([C@H:9]2[CH2:13][O:12][S:11](=[O:14])[N:10]2[C:15]([O:17][C:18]([CH3:21])([CH3:20])[CH3:19])=[O:16])[CH:5]=[C:6]([F:8])[CH:7]=1.[OH2:22]>C(#N)C.CCOC(C)=O.O.[Ru](Cl)(Cl)Cl>[Br:1][C:2]1[CH:3]=[C:4]([C@H:9]2[CH2:13][O:12][S:11](=[O:22])(=[O:14])[N:10]2[C:15]([O:17][C:18]([CH3:21])([CH3:20])[CH3:19])=[O:16])[CH:5]=[C:6]([F:8])[CH:7]=1 |f:4.5|. Reported procedure: To an ice water cooled solution of (4S)-tert-butyl 4-(3-bromo-5-fluorophenyl)-1,2,3-oxathiazolidine-3-carboxylate 2-oxide (34.6 g, 91 mmol) in acetonitrile (420 mL) under stirring was added NalO4 (29.2 g, 137 mmol), and ruthenium trichloride hydrate (0.359 g, 1.729 mmol), followed by water (320 ml). The reaction mixture was stirred at 0° C. for 2 hours. The mixture was diluted with EtOAc (500 ml), washed with brine (200 ml) twice, dried over Na2SO4, filtered and concentrated to afford the crude ... The reactants are COC(=O)C1=NN(C(=C1F)OC)C1=C(C=CC=C1)F (4-fluoro-1-(2-fluoro-phenyl)-5-methoxy-1H-pyrazole-3-carboxylic acid methyl ester), O (water), Cl (hydrochloric acid), aqueous solution, [OH-].[Li+] (lithium hydroxide). Run in O1CCOCC1 (dioxane). Conditions: temperature 56 celsius, time 30 minute. The product is FC=1C(=NN(C1OC)C1=C(C=CC=C1)F)C(=O)O (4-Fluoro-1-(2-fluoro-phenyl)-5-methoxy-1H-pyrazole-3-carboxylic acid). Isolated yield 101.4%. Reaction SMILES: C[O:2][C:3]([C:5]1[C:9]([F:10])=[C:8]([O:11][CH3:12])[N:7]([C:13]2[CH:18]=[CH:17][CH:16]=[CH:15][C:14]=2[F:19])[N:6]=1)=[O:4].[OH-].[Li+].O.Cl>O1CCOCC1>[F:10][C:9]1[C:5]([C:3]([OH:4])=[O:2])=[N:6][N:7]([C:13]2[CH:18]=[CH:17][CH:16]=[CH:15][C:14]=2[F:19])[C:8]=1[O:11][CH3:12] |f:1.2|. Procedure: 70 mg (0.26 mmol) of 4-fluoro-1-(2-fluoro-phenyl)-5-methoxy-1H-pyrazole-3-carboxylic acid methyl ester were dissolved in 1.3 ml of dioxane and 1.305 ml of a 1 M aqueous solution of lithium hydroxide were added. The mixture was stirred at 56° C. for 30 min, then water and 2 N hydrochloric acid were added and the mixture extracted with diethyl ether. The organic phase was evaporated to give 67 mg (33%) of the title compound. Reactants: CC(C)(C)OC(=O)OC(=O)[O-], C1=CCNCC1, [Na+], [Na+], O=C([O-])[O-], O. The product is CC(C)(C)OC(=O)N1CC=CCC1. Reaction SMILES: [C:1](=[O:2])([O:3][C:4]([CH3:5])([CH3:6])[CH3:7])[O:8][C:9]([O-:10])=[O:11].[CH2:12]1[CH2:13][CH:14]=[CH:15][CH2:16][NH:17]1.[Na+:18].[Na+:19].[O-:20][C:21](=[O:22])[O-:23].[OH2:24]>>[C:1](=[O:2])([O:3][C:4]([CH3:5])([CH3:6])[CH3:7])[N:17]1[CH2:12][CH2:13][CH:14]=[CH:15][CH2:16]1. The reactants are C(C)(C)(C)OC(=O)N1CCC(CC1)C(N)=S (1-tert-butoxycarbonylpiperidine-4-carbothioamide), ClCC(=O)C1=NOC(C1)C1=C(C=CC=C1)F (2-chloro-1-[4,5-dihydro-5-(2-fluorophenyl)-3-isoxazolyl]ethanone), ClCC(=O)C1=NOC(C1)C1=C(C=CC=C1)F (2-chloro-1-[4,5-dihydro-5-(2-fluorophenyl)-3-isoxazolyl]ethanone), N1=CC=CC=C1 (pyridine). Run in C(C)O (ethanol). Run at temperature 77 celsius, time 8 hour. The product is FC1=C(C=CC=C1)C1CC(=NO1)C=1N=C(SC1)C1CCN(CC1)C(=O)OC(C)(C)C (1,1-dimethylethyl 4-[4-(4,5-dihydro-5-(2-fluorophenyl)-3-isoxazolyl)-2-thiazolyl]-1-piperidinecarboxylate). Reaction SMILES: [C:1]([O:5][C:6]([N:8]1[CH2:13][CH2:12][CH:11]([C:14](=[S:16])[NH2:15])[CH2:10][CH2:9]1)=[O:7])([CH3:4])([CH3:3])[CH3:2].Cl[CH2:18][C:19]([C:21]1[CH2:25][CH:24]([C:26]2[CH:31]=[CH:30][CH:29]=[CH:28][C:27]=2[F:32])[O:23][N:22]=1)=O.N1C=CC=CC=1>C(O)C>[F:32][C:27]1[CH:28]=[CH:29][CH:30]=[CH:31][C:26]=1[CH:24]1[O:23][N:22]=[C:21]([C:19]2[N:15]=[C:14]([CH:11]3[CH2:12][CH2:13][N:8]([C:6]([O:5][C:1]([CH3:4])([CH3:2])[CH3:3])=[O:7])[CH2:9][CH2:10]3)[S:16][CH:18]=2)[CH2:25]1. Reported procedure: To a solution of 1-tert-butoxycarbonylpiperidine-4-carbothioamide (1 g, 4.10 mmol) in ethanol (10 mL) was added 2-chloro-1-[4,5-dihydro-5-(2-fluorophenyl)-3-isoxazolyl]ethanone (i.e. the product of Step A) (0.99 g) followed by pyridine (0.34 mL, 4.10 mmol). The reaction mixture was heated at 77° C. for 3 h, and then stirred at room temperature overnight. Ethanol was removed from the reaction mixture, and the remaining residue was diluted with ethyl acetate (50 mL). The organic layer was separate... Reactants: C1(=CC=CC=C1)O (phenol), S(O)(O)(=O)=O (sulfuric acid), C1=CC(=CC=C1O)S(=O)(=O)O (phenolsulfonic acid), resultant mixture. The product is C1=CC(=CC=C1O)S(=O)(=O)C2=CC=C(C=C2)O (4,4′-dihydroxydiphenylsulfone), C1=CC=C(C(=C1)O)S(=O)(=O)C2=CC=C(C=C2)O (2,4′-dihydroxydiphenylsulfone). Reaction SMILES: [C:1]1([OH:7])[CH:6]=[CH:5][CH:4]=[CH:3][CH:2]=1.S(=O)(=O)(O)O.[CH:13]1[C:18]([OH:19])=[CH:17][CH:16]=[C:15]([S:20]([OH:23])(=[O:22])=[O:21])[CH:14]=1>>[CH:6]1[C:1]([OH:7])=[CH:2][CH:3]=[C:4]([S:20]([C:15]2[CH:16]=[CH:17][C:18]([OH:19])=[CH:13][CH:14]=2)(=[O:22])=[O:21])[CH:5]=1.[CH:5]1[CH:6]=[C:1]([OH:7])[C:2]([S:20]([C:15]2[CH:14]=[CH:13][C:18]([OH:19])=[CH:17][CH:16]=2)(=[O:22])=[O:23])=[CH:3][CH:4]=1. Procedure: A reaction mixture comprising 4,4′-dihydroxydiphenylsulfone and 2,4′-dihydroxydiphenylsulfone can be obtained by mixing phenol and sulfuric acid and/or phenolsulfonic acid, followed by heating the resultant mixture and removing formed water by distillation as an azeotrope. It is preferable that the reaction is conducted under a reduced pressure. It is preferable that, where necessary, phenol is added during the reaction to supplement phenol removed to the outside of the system by the azeotropic ... The reactants are O1CCN(CC1)C=1C=2N(N=CC1)C=C(N2)C=O (8-Morpholinoimidazo[1,2-b]pyridazine-2-carbaldehyde), C(C)(C)(C)OC(C1=CC=C(C=C1)Br)=O (tert-butyl-4-bromobenzoate), C1(=CC=CC=C1)P(C1=CC=CC=C1)C1=CC=CC=C1 (triphenylphosphine), C(C)(=O)[O-].[K+] (potassium acetate). Reagents/catalysts: C(C)(=O)[O-].[Pd+2].C(C)(=O)[O-] (palladium acetate). Solvent: CN(C(C)=O)C (N,N-dimethylacetamide), O (water). Reaction conditions: temperature 110 celsius, time 22 hour. Product: C(=O)C=1N=C2N(N=CC=C2N2CCOCC2)C1C1=CC=C(C(=O)OC(C)(C)C)C=C1 (tert-Butyl 4-(2-formyl-8-morpholinoimidazo[1,2-b]pyridazin-3-yl)benzoate). RXN SMILES: [O:1]1[CH2:6][CH2:5][N:4]([C:7]2[C:8]3[N:9]([CH:13]=[C:14]([CH:16]=[O:17])[N:15]=3)[N:10]=[CH:11][CH:12]=2)[CH2:3][CH2:2]1.[C:18]([O:22][C:23](=[O:31])[C:24]1[CH:29]=[CH:28][C:27](Br)=[CH:26][CH:25]=1)([CH3:21])([CH3:20])[CH3:19].C1(P(C2C=CC=CC=2)C2C=CC=CC=2)C=CC=CC=1.C([O-])(=O)C.[K+]>CN(C)C(=O)C.O.C([O-])(=O)C.[Pd+2].C([O-])(=O)C>[CH:16]([C:14]1[N:15]=[C:8]2[C:7]([N:4]3[CH2:3][CH2:2][O:1][CH2:6][CH2:5]3)=[CH:12][CH:11]=[N:10][N:9]2[C:13]=1[C:27]1[CH:28]=[CH:29][C:24]([C:23]([O:22][C:18]([CH3:19])([CH3:20])[CH3:21])=[O:31])=[CH:25][CH:26]=1)=[O:17] |f:3.4,7.8.9|. Procedure details: To a mixture of compound 5e (0.57 g, 2.5 mmol), tert-butyl-4-bromobenzoate (0.97 g, 3.7 mmol), palladium acetate (38 mg, 0.17 mmol), triphenylphosphine (45 mg, 0.17 mmol) and potassium acetate (0.72 g, 7.3 mmol) were added while under an argon atmosphere and in dry N,N-dimethylacetamide (5 mL). The reaction mixture was stirred at 110° C. for 22 h, allowed to cool to rt, diluted with water (100 mL), and extracted with EtOAc (2×100 mL). The combined organic layers were washed with brine, dried ove... The reactants are COC(C1=CC=C(C=C1)CCCC1=C(NC2=CC=CC=C12)C)=O (4-[3-(2-Methyl-1H-indol-3-yl)-propyl]-benzoic acid methyl ester), [H-].[Na+] (NaH), C(C1=CC=CC=C1)(C1=CC=CC=C1)Br (benzhydryl bromide), O (Water). Run in CN(C)C=O (DMF), CN(C)C=O (DMF). Conditions: time 1 hour. The product is COC(C1=CC=C(C=C1)CCCC1=C(N(C2=CC=CC=C12)C(C1=CC=CC=C1)C1=CC=CC=C1)C)=O (4-[3-(1-Benzhydryl-2-methyl-1H-indol-3-yl)-propyl]-benzoic acid methyl ester). RXN SMILES: [CH3:1][O:2][C:3](=[O:23])[C:4]1[CH:9]=[CH:8][C:7]([CH2:10][CH2:11][CH2:12][C:13]2[C:21]3[C:16](=[CH:17][CH:18]=[CH:19][CH:20]=3)[NH:15][C:14]=2[CH3:22])=[CH:6][CH:5]=1.[H-].[Na+].[CH:26](Br)([C:33]1[CH:38]=[CH:37][CH:36]=[CH:35][CH:34]=1)[C:27]1[CH:32]=[CH:31][CH:30]=[CH:29][CH:28]=1.O>CN(C=O)C>[CH3:1][O:2][C:3](=[O:23])[C:4]1[CH:5]=[CH:6][C:7]([CH2:10][CH2:11][CH2:12][C:13]2[C:21]3[C:16](=[CH:17][CH:18]=[CH:19][CH:20]=3)[N:15]([CH:26]([C:27]3[CH:32]=[CH:31][CH:30]=[CH:29][CH:28]=3)[C:33]3[CH:38]=[CH:37][CH:36]=[CH:35][CH:34]=3)[C:14]=2[CH3:22])=[CH:8][CH:9]=1 |f:1.2|. Procedure: To a solution of the product from step 2 (1.66 g, 4.86 mmol) in DMF (20 mL) was added NaH (60% in mineral oil, 0.24 g, 5.83 mmol) under N2 atmosphere. The mixture was stirred for 1 h at room temperature, followed by the dropwise addition of benzhydryl bromide (1.8 g, 7.29 mmol) in DMF (5 mL). This reaction mixture was stirred overnight at room temperature. Water (500 mL) was added to reaction mixture, it was extracted with EtOAc, washed with brine, dried (Na2SO4), and concentrated under reduced ... Reactants: Cl.COC=1C=C(CCNCC(C2=C(C=CC=C2)OCC2=CC=CC=C2)O)C=CC1OC (α-(3,4-dimethoxyphenethylaminomethyl)-2-benzyloxybenzylalcohol hydrochloride). Reagents/catalysts: [C].[Pd] (palladium-carbon). The solvent is C(C)(C)O (isopropanol). Yields the product Cl.COC=1C=C(CCNCC(C2=C(C=CC=C2)O)O)C=CC1OC (α-(3,4-dimethoxyphenethylaminomethyl)-2-hydroxybenzylalcohol hydrochloride). As a reaction SMILES: [ClH:1].[CH3:2][O:3][C:4]1[CH:5]=[C:6]([CH:27]=[CH:28][C:29]=1[O:30][CH3:31])[CH2:7][CH2:8][NH:9][CH2:10][CH:11]([OH:26])[C:12]1[CH:17]=[CH:16][CH:15]=[CH:14][C:13]=1[O:18]CC1C=CC=CC=1>[C].[Pd].C(O)(C)C>[ClH:1].[CH3:2][O:3][C:4]1[CH:5]=[C:6]([CH:27]=[CH:28][C:29]=1[O:30][CH3:31])[CH2:7][CH2:8][NH:9][CH2:10][CH:11]([OH:26])[C:12]1[CH:17]=[CH:16][CH:15]=[CH:14][C:13]=1[OH:18] |f:0.1,2.3,5.6|. Procedure details: One g of α-(3,4-dimethoxyphenethylaminomethyl)-2-benzyloxybenzylalcohol hydrochloride, 0.3 g of 10 % palladium-carbon and 30 ml of 80 % aqueous isopropanol are treated in the same manner as described in Example 1-(c). 0.75 g of α-(3,4-dimethoxyphenethylaminomethyl)-2-hydroxybenzylalcohol hydrochloride are obtained. M.p. 141° - 143° C.(decomp.)(recrystallized from a mixture of ethanol and ether). 1/2 Oxalate: M.p. 175° -176° C.(recrystallized from ethanol).